From a dataset of the Open Reaction Database (ORD), a public repository of structured organic reaction records. describe an organic reaction: reactants, conditions, products, and yield The reactants are OC12CC3(CC(CC(C1)C3)(C2)C(=O)O)C(=O)O (5-hydroxy-1,3-adamantanedicarboxylic acid), C(CCC)O (n-butanol), S(O)(O)(=O)=O (sulfuric acid), resultant mixture. Run in C1(=CC=CC=C1)C (toluene). Product: OC12CC3(CC(CC(C1)C3)(C2)C(=O)OCCCC)C(=O)OCCCC (di-n-butyl 5-hydroxy-1,3-adamantanedicarboxylate), OC12CC3(CC(CC(C1)C3)(C2)C(=O)O)C(=O)O (5-hydroxy-1,3-adamantanedicarboxylic acid). RXN SMILES: [OH:1][C:2]12[CH2:11][C:6]3([C:12]([OH:14])=[O:13])[CH2:7][CH:8]([CH2:10][C:4]([C:15]([OH:17])=[O:16])([CH2:5]3)[CH2:3]1)[CH2:9]2.[CH2:18](O)[CH2:19][CH2:20][CH3:21].S(=O)(=O)(O)O>C1(C)C=CC=CC=1>[OH:1][C:2]12[CH2:3][C:4]3([C:15]([O:17][CH2:18][CH2:19][CH2:20][CH3:21])=[O:16])[CH2:10][CH:8]([CH2:7][C:6]([C:12]([O:14][CH2:9][CH2:2][CH2:3][CH3:4])=[O:13])([CH2:5]3)[CH2:11]1)[CH2:9]2.[OH:1][C:2]12[CH2:3][C:4]3([C:15]([OH:17])=[O:16])[CH2:10][CH:8]([CH2:7][C:6]([C:12]([OH:14])=[O:13])([CH2:5]3)[CH2:11]1)[CH2:9]2. Procedure details: To 900 ml of toulene were added 300 mmol of the obtained 5-hydroxy-1,3-adamantanedicarboxylic acid, 900 mmol of n-butanol and 30 mmol of sulfuric acid, and the resultant mixture was stirred under reflux of toluene for 5 hours. The reaction mixture was concentrated and subjected to column chromatogrpahy on a silica gel to give di-n-butyl 5-hydroxy-1,3-adamantanedicarboxylate in yield of 85.5% at a conversion rate from 5-hydroxy-1,3-adamantanedicarboxylic acid of 95%. Reactants: Cc1ccc(C(=O)Cl)cc1, COc1ccccc1-c1csc(N)n1, c1ccncc1. Product: COc1ccccc1-c1csc(NC(=O)c2ccc(C)cc2)n1. RXN SMILES: [CH3:15][c:16]1[cH:17][cH:18][c:19]([C:20](=[O:21])[Cl:22])[cH:23][cH:24]1.[CH3:1][O:2][c:3]1[c:4](-[c:9]2[n:10][c:11]([NH2:14])[s:12][cH:13]2)[cH:5][cH:6][cH:7][cH:8]1.[cH:25]1[cH:26][cH:27][n:28][cH:29][cH:30]1>>[CH3:1][O:2][c:3]1[c:4](-[c:9]2[n:10][c:11]([NH:14][C:20]([c:19]3[cH:18][cH:17][c:16]([CH3:15])[cH:24][cH:23]3)=[O:21])[s:12][cH:13]2)[cH:5][cH:6][cH:7][cH:8]1. Product: COC(=O)c1cc(OCc2ccccc2)cc(Oc2ccc(C(=O)NNC(C)=O)cc2)c1. Reaction SMILES: [C:35]([CH3:36])(=[O:37])[NH:38][NH2:39].[CH2:1]([c:2]1[cH:3][cH:4][cH:5][cH:6][cH:7]1)[O:8][c:9]1[cH:10][c:11]([O:12][c:13]2[cH:14][cH:15][c:16]([C:17](=[O:18])[OH:19])[cH:20][cH:21]2)[cH:22][c:23]([C:25](=[O:26])[O:27][CH3:28])[cH:24]1.[Cl-:46].[Cl:29][C:30]([C:31]([Cl:32])=[O:33])=[O:34].[Cl:47][CH2:48][Cl:49].[ClH:55].[O:50]=[CH:51][N:52]([CH3:53])[CH3:54].[cH:40]1[cH:41][cH:42][n:43][cH:44][cH:45]1>>[CH2:1]([c:2]1[cH:3][cH:4][cH:5][cH:6][cH:7]1)[O:8][c:9]1[cH:10][c:11]([O:12][c:13]2[cH:14][cH:15][c:16]([C:17](=[O:19])[NH:39][NH:38][C:35]([CH3:36])=[O:37])[cH:20][cH:21]2)[cH:22][c:23]([C:25](=[O:26])[O:27][CH3:28])[cH:24]1. The reactants are CC(=O)NN, COC(=O)c1cc(OCc2ccccc2)cc(Oc2ccc(C(=O)O)cc2)c1, [Cl-], O=C(Cl)C(=O)Cl, ClCCl, Cl, CN(C)C=O, c1ccncc1. Starting materials: C(C)(=O)O[BH-](OC(C)=O)OC(C)=O.[Na+] (Sodium triacetoxyborohydride), N=1N(C=C2C1CCNCC2)C2=CC=C(C=C2)N2C(OCC2)=O (3-[4-(5,6,7,8-tetrahydropyrazolo[3,4-d]azepin-2(4H)-yl)phenyl]-1,3-oxazolidin-2-one), CC(=O)C (acetone). Reagents/catalysts: C(C)(=O)O (acetic acid). Solvent: CO (methanol), ClCCl (dichloromethane). Product: CC(C)N1CCC=2C(CC1)=CN(N2)C2=CC=C(C=C2)N2C(OCC2)=O (3-{4-[6-(1-Methylethyl)-5,6,7,8-tetrahydropyrazolo[3,4-d]azepin-2(4H)-yl]phenyl}-1,3-oxazolidin-2-one). RXN SMILES: [N:1]1[N:2]([C:11]2[CH:16]=[CH:15][C:14]([N:17]3[CH2:21][CH2:20][O:19][C:18]3=[O:22])=[CH:13][CH:12]=2)[CH:3]=[C:4]2[CH2:10][CH2:9][NH:8][CH2:7][CH2:6][C:5]=12.[CH3:23][C:24]([CH3:26])=O.C(O[BH-](OC(=O)C)OC(=O)C)(=O)C.[Na+]>ClCCl.C(O)(=O)C.CO>[CH3:23][CH:24]([N:8]1[CH2:9][CH2:10][C:4]2=[CH:3][N:2]([C:11]3[CH:12]=[CH:13][C:14]([N:17]4[CH2:21][CH2:20][O:19][C:18]4=[O:22])=[CH:15][CH:16]=3)[N:1]=[C:5]2[CH2:6][CH2:7]1)[CH3:26] |f:2.3|. Procedure details: A solution of 3-[4-(5,6,7,8-tetrahydropyrazolo[3,4-d]azepin-2(4H)-yl)phenyl]-1,3-oxazolidin-2-one (25.0 mg, 0.08 mmol) (may be prepared as described in Description 27) in dichloromethane (3 ml) was treated with acetone (25.0 μl, 0.34 mmol) and acetic acid (1 drop) and stirred at room temperature. Sodium triacetoxyborohydride (72.0 mg, 0.34 mmol) was added and the mixture stirred for 3 hours and then overnight. The mixture was diluted with methanol and passed down a SCX cartridge eluting with met... Reactants: [Cl-].CS(=O)(=O)N1CC[NH2+]CC1 (4-(methylsulfonyl)piperazin-1-ium chloride), C(C)(C)(C)OC(=O)N1CCNCC1 (1-(tert-butoxycarbonyl)piperazine), CS(=O)(=O)Cl (methanesulfonyl chloride). Yields the product CS(=O)(=O)N1CCN(CC1)C(=O)OC(C)(C)C (tert-butyl 4-(methylsulfonyl)piperazine-1-carboxylate). Reaction SMILES: [Cl-].[CH3:2][S:3]([N:6]1[CH2:11][CH2:10][NH2+:9][CH2:8][CH2:7]1)(=[O:5])=[O:4].[C:12]([O:16][C:17](N1CCNCC1)=[O:18])([CH3:15])([CH3:14])[CH3:13].CS(Cl)(=O)=O>>[CH3:2][S:3]([N:6]1[CH2:11][CH2:10][N:9]([C:17]([O:16][C:12]([CH3:15])([CH3:14])[CH3:13])=[O:18])[CH2:8][CH2:7]1)(=[O:5])=[O:4] |f:0.1|. Reported procedure: Scheme 2 shows the synthesis of 4-(methylsulfonyl)piperazin-1-ium chloride 8 starting by N-sulfonylation of 1-(tert-butoxycarbonyl)piperazine 6 (BOC-piperazine) with methanesulfonyl chloride to give tert-butyl 4-(methylsulfonyl)piperazine-1-carboxylate 7 which was treated with aqueous hydrogen chloride solution in 1,4-dioxane to give 8. Reactants: CCc1ccc(N2Cc3cnc(Cl)nc3N(C3CCC(O[Si](C)(C)C(C)(C)C)C3)C2=O)cc1, CC(C)O, ClCCl, Nc1ccc(F)cc1, O, Cc1ccc(S(=O)(=O)O)cc1. The product is CCc1ccc(N2Cc3cnc(Nc4ccc(F)cc4)nc3N(C3CCC(O[Si](C)(C)C(C)(C)C)C3)C2=O)cc1. Reaction SMILES: [C:1]([CH3:2])([CH3:3])([CH3:4])[Si:5]([O:6][CH:7]1[CH2:8][CH:9]([N:12]2[C:13](=[O:31])[N:14]([c:23]3[cH:24][cH:25][c:26]([CH2:29][CH3:30])[cH:27][cH:28]3)[CH2:15][c:16]3[c:17]2[n:18][c:19]([Cl:22])[n:20][cH:21]3)[CH2:10][CH2:11]1)([CH3:32])[CH3:33].[CH3:54][CH:55]([OH:56])[CH3:57].[Cl:58][CH2:59][Cl:60].[NH2:34][c:35]1[cH:36][cH:37][c:38]([F:39])[cH:40][cH:41]1.[OH2:42].[c:43]1([CH3:44])[cH:45][cH:46][c:47]([S:48]([OH:49])(=[O:50])=[O:51])[cH:52][cH:53]1>>[C:1]([CH3:2])([CH3:3])([CH3:4])[Si:5]([O:6][CH:7]1[CH2:8][CH:9]([N:12]2[C:13](=[O:31])[N:14]([c:23]3[cH:24][cH:25][c:26]([CH2:29][CH3:30])[cH:27][cH:28]3)[CH2:15][c:16]3[c:17]2[n:18][c:19]([NH:34][c:35]2[cH:36][cH:37][c:38]([F:39])[cH:40][cH:41]2)[n:20][cH:21]3)[CH2:10][CH2:11]1)([CH3:32])[CH3:33]. The reactants are C(=O)NC(C(=O)OCC)C(=O)OCC (Diethyl (formylamino)malonate), [N+](=O)([O-])C1=C(CCl)C=CC=C1 (2-Nitrobenzyl chloride). Solvent: [O-]CC.[Na+] (sodium ethoxide). The product is C(=O)NC(C(=O)OCC)(C(=O)OCC)CC1=C(C=CC=C1)[N+](=O)[O-] (diethyl (formylamino)((2-nitrophenyl)methyl)propanedioate). Yield: 75.4%. As a reaction SMILES: [CH:1]([NH:3][CH:4]([C:10]([O:12][CH2:13][CH3:14])=[O:11])[C:5]([O:7][CH2:8][CH3:9])=[O:6])=[O:2].[N+:15]([C:18]1[CH:25]=[CH:24][CH:23]=[CH:22][C:19]=1[CH2:20]Cl)([O-:17])=[O:16]>[O-]CC.[Na+]>[CH:1]([NH:3][C:4]([CH2:20][C:19]1[CH:22]=[CH:23][CH:24]=[CH:25][C:18]=1[N+:15]([O-:17])=[O:16])([C:5]([O:7][CH2:8][CH3:9])=[O:6])[C:10]([O:12][CH2:13][CH3:14])=[O:11])=[O:2] |f:2.3|. Reported procedure: Diethyl (formylamino)malonate (20.3 g, 0.1 mol) was added to a stirred solution of sodium ethoxide (250 mL of 0.4 M). 2-Nitrobenzyl chloride (17.2 g, 0.1 mol) was added, the mixture was refluxed for 2 hours and the solvent was then removed under reduced pressure. The material was partitioned between ethyl acetate and water, the ethyl acetate was separated and evaporated to give 40.3 g of crude product. The compound was crystallized from ethyl acetate:hexane to give 25.5 g of diethyl (formylamino... The reactants are c1ccc2c(c1)CCNC2, CO, CS(=O)(=O)OCCCN1CCN(C(=O)c2cc(C(F)(F)F)cc(C(F)(F)F)c2)C(Cc2c[nH]c3ccccc23)C1. Product: O=C(c1cc(C(F)(F)F)cc(C(F)(F)F)c1)N1CCN(CCCN2CCc3ccccc3C2)CC1Cc1c[nH]c2ccccc12. Reaction SMILES: [CH2:41]1[NH:42][CH2:43][CH2:44][c:45]2[cH:46][cH:47][cH:48][cH:49][c:50]21.[CH3:51][OH:52].[F:1][C:2]([c:3]1[cH:4][c:5]([C:6](=[O:7])[N:8]2[CH:9]([CH2:22][c:23]3[cH:24][nH:25][c:26]4[cH:27][cH:28][cH:29][cH:30][c:31]34)[CH2:10][N:11]([CH2:14][CH2:15][CH2:16][O:17][S:18]([CH3:19])(=[O:20])=[O:21])[CH2:12][CH2:13]2)[cH:32][c:33]([C:35]([F:36])([F:37])[F:38])[cH:34]1)([F:39])[F:40]>>[F:1][C:2]([c:3]1[cH:4][c:5]([C:6](=[O:7])[N:8]2[CH:9]([CH2:22][c:23]3[cH:24][nH:25][c:26]4[cH:27][cH:28][cH:29][cH:30][c:31]34)[CH2:10][N:11]([CH2:14][CH2:15][CH2:16][N:42]3[CH2:41][c:50]4[c:45]([cH:46][cH:47][cH:48][cH:49]4)[CH2:44][CH2:43]3)[CH2:12][CH2:13]2)[cH:32][c:33]([C:35]([F:36])([F:37])[F:38])[cH:34]1)([F:39])[F:40]. Starting materials: C(C1=CC=CC=C1)OC(=O)N1[C@@H](C[C@@H]([C@H](C1)OCC=1C=CC2=C(N(CCO2)CCCOC)C1)C1=CC=C(C=C1)OC)CCC(=O)O ((2R,4R,5R)-2-(2-carboxy-ethyl)-4-(4-methoxy-phenyl)-5-[4-(3-methoxy-propyl)-3,4-dihydro-2H-benzo[1,4]oxazin-6-ylmethoxy]-piperidine-1 carboxylic acid benzyl ester), CN (methylamine). Product: C(C1=CC=CC=C1)OC(=O)N1[C@@H](C[C@@H]([C@H](C1)OCC=1C=CC2=C(N(CCO2)CCCOC)C1)C1=CC=C(C=C1)OC)CCC(NC)=O ((2R,4R,5R)-4-(4-Methoxy-phenyl)-5-[4-(3-methoxy-propyl)-3,4-dihydro-2H-benzo[1,4]oxazin-6-ylmethoxy]-2-(2-methylcarbamoyl-ethyl)-piperidine-1 carboxylic acid benzyl ester). RXN SMILES: [CH2:1]([O:8][C:9]([N:11]1[CH2:16][C@H:15]([O:17][CH2:18][C:19]2[CH:20]=[CH:21][C:22]3[O:27][CH2:26][CH2:25][N:24]([CH2:28][CH2:29][CH2:30][O:31][CH3:32])[C:23]=3[CH:33]=2)[C@@H:14]([C:34]2[CH:39]=[CH:38][C:37]([O:40][CH3:41])=[CH:36][CH:35]=2)[CH2:13][C@H:12]1[CH2:42][CH2:43][C:44]([OH:46])=O)=[O:10])[C:2]1[CH:7]=[CH:6][CH:5]=[CH:4][CH:3]=1.[CH3:47][NH2:48]>>[CH2:1]([O:8][C:9]([N:11]1[CH2:16][C@H:15]([O:17][CH2:18][C:19]2[CH:20]=[CH:21][C:22]3[O:27][CH2:26][CH2:25][N:24]([CH2:28][CH2:29][CH2:30][O:31][CH3:32])[C:23]=3[CH:33]=2)[C@@H:14]([C:34]2[CH:35]=[CH:36][C:37]([O:40][CH3:41])=[CH:38][CH:39]=2)[CH2:13][C@H:12]1[CH2:42][CH2:43][C:44](=[O:46])[NH:48][CH3:47])=[O:10])[C:2]1[CH:7]=[CH:6][CH:5]=[CH:4][CH:3]=1. Procedure: Similar to example 6a, 80.0 mg of (2R,4R,5R)-2-(2-carboxy-ethyl)-4-(4-methoxy-phenyl)-5-[4-(3-methoxy-propyl)-3,4-dihydro-2H-benzo[1,4]oxazin-6-ylmethoxy]-piperidine-1 carboxylic acid benzyl ester are reacted with methylamine to afford the title compound as a yellow oil. Rf=0.35 (dichlormethane-methanol 9:1); Rt=4.69.